This data is from the Open Reaction Database (ORD), a public repository of structured organic reaction records. The task is: describe an organic reaction: reactants, conditions, products, and yield Reactants: C1(CC1)COC1=CC(=NC=C1N1CC(C1)(F)F)C(=O)O (4-Cyclopropylmethoxy-5-(3,3-difluoro-azetidin-1-yl)-pyridine-2-carboxylic acid), NC1(COC1)CC(=O)N (2-(3-Amino-oxetan-3-yl)-acetamide). Product: NC(CC1(COC1)NC(=O)C1=NC=C(C(=C1)OCC1CC1)N1CC(C1)(F)F)=O (N-[3-(2-amino-2-oxoethyl)oxetan-3-yl]-4-(cyclopropylmethoxy)-5-(3,3-difluoroazetidin-1-yl)pyridine-2-carboxamide). Reaction SMILES: [CH:1]1([CH2:4][O:5][C:6]2[C:11]([N:12]3[CH2:15][C:14]([F:17])([F:16])[CH2:13]3)=[CH:10][N:9]=[C:8]([C:18]([OH:20])=O)[CH:7]=2)[CH2:3][CH2:2]1.[NH2:21][C:22]1([CH2:26][C:27]([NH2:29])=[O:28])[CH2:25][O:24][CH2:23]1>>[NH2:29][C:27](=[O:28])[CH2:26][C:22]1([NH:21][C:18]([C:8]2[CH:7]=[C:6]([O:5][CH2:4][CH:1]3[CH2:2][CH2:3]3)[C:11]([N:12]3[CH2:13][C:14]([F:16])([F:17])[CH2:15]3)=[CH:10][N:9]=2)=[O:20])[CH2:25][O:24][CH2:23]1. Reported procedure: The title compound was synthesized in analogy to Example 112e, using 4-Cyclopropylmethoxy-5-(3,3-difluoro-azetidin-1-yl)-pyridine-2-carboxylic acid (Example 53e) and 2-(3-Amino-oxetan-3-yl)-acetamide (CAN 1417638-25-5) as starting material and isolated (31 mg, 36%); MS (ESI, m/z): 397.6 (M+H+).